From a dataset of the Open Reaction Database (ORD), a public repository of structured organic reaction records. describe an organic reaction: reactants, conditions, products, and yield Reactants: O=C([O-])[O-], CC(C)Cc1[nH]nc2c(N)nc3ccccc3c12, ClCCCI, [K+], [K+], CN(C)C=O, O. Product: CC(C)Cc1c2c(nn1CCCCl)c(N)nc1ccccc12. As a reaction SMILES: [C:19](=[O:20])([O-:21])[O-:22].[CH3:1][CH:2]([CH2:3][c:4]1[nH:5][n:6][c:7]2[c:8]([NH2:17])[n:9][c:10]3[cH:11][cH:12][cH:13][cH:14][c:15]3[c:16]12)[CH3:18].[Cl:25][CH2:26][CH2:27][CH2:28][I:29].[K+:23].[K+:24].[O:30]=[CH:31][N:32]([CH3:33])[CH3:34].[OH2:35]>>[CH3:1][CH:2]([CH2:3][c:4]1[n:5]([CH2:28][CH2:27][CH2:26][Cl:25])[n:6][c:7]2[c:8]([NH2:17])[n:9][c:10]3[cH:11][cH:12][cH:13][cH:14][c:15]3[c:16]12)[CH3:18]. The reactants are CC(=O)c1cccc(N(C)C(=O)C2CCN(C(C)=O)CC2)c1, CC(=O)O[BH-](OC(C)=O)OC(C)=O, O=C([O-])O, CC(C)O[Ti+](OC(C)C)OC(C)C, [Cl-], Nc1ccccc1Oc1ccc(Cl)cc1, ClCCl, [Na+], [Na+]. RXN SMILES: [C:16]([CH3:17])(=[O:18])[N:19]1[CH2:20][CH2:21][CH:22]([C:25](=[O:26])[N:27]([CH3:28])[c:29]2[cH:30][c:31]([C:35]([CH3:36])=[O:37])[cH:32][cH:33][cH:34]2)[CH2:23][CH2:24]1.[C:38]([O:39][BH-:40]([O:41][C:42](=[O:43])[CH3:44])[O:45][C:46](=[O:47])[CH3:48])(=[O:49])[CH3:50].[C:52](=[O:53])([OH:54])[O-:55].[CH:61]([O:62][Ti+:63]([O:64][CH:65]([CH3:66])[CH3:67])[O:68][CH:69]([CH3:70])[CH3:71])([CH3:72])[CH3:73].[Cl-:60].[Cl:1][c:2]1[cH:3][cH:4][c:5]([O:6][c:7]2[c:8]([NH2:9])[cH:10][cH:11][cH:12][cH:13]2)[cH:14][cH:15]1.[Cl:57][CH2:58][Cl:59].[Na+:51].[Na+:56]>>[Cl:1][c:2]1[cH:3][cH:4][c:5]([O:6][c:7]2[c:8]([NH:9][CH:35]([c:31]3[cH:30][c:29]([N:27]([C:25]([CH:22]4[CH2:21][CH2:20][N:19]([C:16]([CH3:17])=[O:18])[CH2:24][CH2:23]4)=[O:26])[CH3:28])[cH:34][cH:33][cH:32]3)[CH3:36])[cH:10][cH:11][cH:12][cH:13]2)[cH:14][cH:15]1. The product is CC(=O)N1CCC(C(=O)N(C)c2cccc(C(C)Nc3ccccc3Oc3ccc(Cl)cc3)c2)CC1.